describe an organic reaction: reactants, conditions, products, and yield From a dataset of the Open Reaction Database (ORD), a public repository of structured organic reaction records. The product is COC=1C=C(C=CC1OC)C=C1C(C2=CC=C(C=C2CC1)O)=O (2-[(3,4-dimethoxyphenyl)methylene]-6-hydroxy-1-tetralone). Run in CO (methanol). Starting materials: OC=1C=C2CCCC(C2=CC1)=O (6-hydroxy-1-tetralone), COC=1C=C(C=O)C=CC1OC (3,4-dimethoxybenzaldehyde), Cl (hydrochloric acid). Yield: 83.6%. Procedure details: After 6-hydroxy-1-tetralone 1.0 g and 3,4-dimethoxybenzaldehyde 1.23 g were added to a mixture of concentrated hydrochloric acid 50 ml and methanol 75 ml, the mixture was refluxed for 1.5 hours and cooled to room temperature, and the precipitated crystals were filtered. The crystals were dried over phosphorous pentoxide for 5.5 hours under reduced pressure to obtain the desired compound 1.60 g. Reaction SMILES: [OH:1][C:2]1[CH:3]=[C:4]2[C:9](=[CH:10][CH:11]=1)[C:8](=[O:12])[CH2:7][CH2:6][CH2:5]2.[CH3:13][O:14][C:15]1[CH:16]=[C:17]([CH:20]=[CH:21][C:22]=1[O:23][CH3:24])[CH:18]=O.Cl>CO>[CH3:13][O:14][C:15]1[CH:16]=[C:17]([CH:18]=[C:7]2[CH2:6][CH2:5][C:4]3[C:9](=[CH:10][CH:11]=[C:2]([OH:1])[CH:3]=3)[C:8]2=[O:12])[CH:20]=[CH:21][C:22]=1[O:23][CH3:24]. The reactants are BrC=1C=C(C(N(C1)COC)=O)OCOC (5-bromo-3-(methoxymethoxy)-1-(methoxymethyl)pyridin-2(1H)-one), BrC=1C=C(C(N(C1)COC)=O)OCOC (5-bromo-3-(methoxymethoxy)-1-(methoxymethyl)pyridin-2(1H)-one), CCN(C(C)C)C(C)C (DIPEA), SCCC(=O)OC (methyl 3-mercaptopropanoate). Yield: 84.9%. Solvent: O1CCOCC1 (dioxane). Procedure: A mixture of 5-bromo-3-(methoxymethoxy)-1-(methoxymethyl)pyridin-2(1H)-one (Intermediate 15) (3.5 g, 12.6 mmol), Pd2(dba)3 (0.46 g, 0.50 mmol), Xantphos (0.58 g, 1.00 mmol) and DIPEA (4.40 ml, 25.2 mmol) in dioxane (60 ml) was degassed and then placed under an atmosphere of nitrogen. To this mixture was added methyl 3-mercaptopropanoate (1.66 g, 13.8 mmol) and the whole was heated under reflux for 3 hours. Upon cooling it was filtered through a pad of celite and ethyl acetate was washed through ... As a reaction SMILES: Br[C:2]1[CH:3]=[C:4]([O:12][CH2:13][O:14][CH3:15])[C:5](=[O:11])[N:6]([CH2:8][O:9][CH3:10])[CH:7]=1.CCN(C(C)C)C(C)C.[SH:25][CH2:26][CH2:27][C:28]([O:30][CH3:31])=[O:29]>O1CCOCC1.C1C=CC(/C=C/C(/C=C/C2C=CC=CC=2)=O)=CC=1.C1C=CC(/C=C/C(/C=C/C2C=CC=CC=2)=O)=CC=1.C1C=CC(/C=C/C(/C=C/C2C=CC=CC=2)=O)=CC=1.[Pd].[Pd].CC1(C)C2C(=C(P(C3C=CC=CC=3)C3C=CC=CC=3)C=CC=2)OC2C(P(C3C=CC=CC=3)C3C=CC=CC=3)=CC=CC1=2>[CH3:15][O:14][CH2:13][O:12][C:4]1[C:5](=[O:11])[N:6]([CH2:8][O:9][CH3:10])[CH:7]=[C:2]([S:25][CH2:26][CH2:27][C:28]([O:30][CH3:31])=[O:29])[CH:3]=1 |f:4.5.6.7.8|. Yields the product COCOC1=CC(=CN(C1=O)COC)SCCC(=O)OC (methyl 3-{[5-(methoxymethoxy)-1-(methoxymethyl)-6-oxo-1,6-dihydropyridin-3-yl]sulfanyl}propanoate). The reagents and catalysts are C=1C=CC(=CC1)/C=C/C(=O)/C=C/C2=CC=CC=C2.C=1C=CC(=CC1)/C=C/C(=O)/C=C/C2=CC=CC=C2.C=1C=CC(=CC1)/C=C/C(=O)/C=C/C2=CC=CC=C2.[Pd].[Pd] (Pd2(dba)3), CC1(C2=C(C(=CC=C2)P(C3=CC=CC=C3)C4=CC=CC=C4)OC5=C(C=CC=C51)P(C6=CC=CC=C6)C7=CC=CC=C7)C (Xantphos). The reactants are O=S(=O)(Cl)c1ccc(C(F)(F)F)cc1Br, ClCCl, CC(C)(C1CCNCC1)S(=O)(=O)c1cccc(C(F)(F)F)c1, CCOC(C)=O. The product is CC(C)(C1CCN(S(=O)(=O)c2ccc(C(F)(F)F)cc2Br)CC1)S(=O)(=O)c1cccc(C(F)(F)F)c1. RXN SMILES: [Br:23][c:24]1[c:25]([S:34](=[O:35])(=[O:36])[Cl:37])[cH:26][cH:27][c:28]([C:30]([F:31])([F:32])[F:33])[cH:29]1.[CH2:38]([Cl:39])[Cl:40].[CH3:1][C:2]([CH3:3])([S:4](=[O:5])(=[O:6])[c:7]1[cH:8][c:9]([C:13]([F:14])([F:15])[F:16])[cH:10][cH:11][cH:12]1)[CH:17]1[CH2:18][CH2:19][NH:20][CH2:21][CH2:22]1.[CH3:41][CH2:42][O:43][C:44](=[O:45])[CH3:46]>>[CH3:1][C:2]([CH3:3])([S:4](=[O:5])(=[O:6])[c:7]1[cH:8][c:9]([C:13]([F:14])([F:15])[F:16])[cH:10][cH:11][cH:12]1)[CH:17]1[CH2:18][CH2:19][N:20]([S:34]([c:25]2[c:24]([Br:23])[cH:29][c:28]([C:30]([F:31])([F:32])[F:33])[cH:27][cH:26]2)(=[O:35])=[O:36])[CH2:21][CH2:22]1. The reactants are BrC=1C=C(C=C(C1)F)NCCN(C)C (N1-(3-bromo-5-fluorophenyl)-N2,N2-dimethylethane-1,2-diamine), B1(OC(C(O1)(C)C)(C)C)B2OC(C(O2)(C)C)(C)C (bis(pinacolato)diboron), CC(=O)[O-].[K+] (KOAc), [O-]P(=O)([O-])[O-].[K+].[K+].[K+] (K3PO4), BrC=1C=NC=C(C1N)[N+](=O)[O-] (3-bromo-5-nitropyridin-4-amine). The reagents and catalysts are C=1C=CC(=CC1)[P](C=2C=CC=CC2)(C=3C=CC=CC3)[Pd]([P](C=4C=CC=CC4)(C=5C=CC=CC5)C=6C=CC=CC6)([P](C=7C=CC=CC7)(C=8C=CC=CC8)C=9C=CC=CC9)[P](C=1C=CC=CC1)(C=1C=CC=CC1)C=1C=CC=CC1 (Pd(PPh3)4), C1=CC=C(C=C1)P([C-]2C=CC=C2)C3=CC=CC=C3.C1=CC=C(C=C1)P([C-]2C=CC=C2)C3=CC=CC=C3.Cl[Pd]Cl.[Fe+2] (PdCl2(dppf)2). Solvent: CN(C)C=O (DMF), O (water). Run at temperature 95 celsius. The product is NC1=C(C=NC=C1[N+](=O)[O-])C=1C=C(C=C(C1)F)NCCN(C)C (N1-(3-(4-amino-5-nitropyridin-3-yl)-5-fluorophenyl)-N2,N2-dimethylethane-1,2-diamine). Isolated yield 54.0%. RXN SMILES: Br[C:2]1[CH:3]=[C:4]([NH:9][CH2:10][CH2:11][N:12]([CH3:14])[CH3:13])[CH:5]=[C:6]([F:8])[CH:7]=1.B1(B2OC(C)(C)C(C)(C)O2)OC(C)(C)C(C)(C)O1.CC([O-])=O.[K+].[O-]P([O-])([O-])=O.[K+].[K+].[K+].Br[C:47]1[CH:48]=[N:49][CH:50]=[C:51]([N+:54]([O-:56])=[O:55])[C:52]=1[NH2:53]>C1C=CC(P(C2C=CC=CC=2)[C-]2C=CC=C2)=CC=1.C1C=CC(P(C2C=CC=CC=2)[C-]2C=CC=C2)=CC=1.Cl[Pd]Cl.[Fe+2].C1C=CC([P]([Pd]([P](C2C=CC=CC=2)(C2C=CC=CC=2)C2C=CC=CC=2)([P](C2C=CC=CC=2)(C2C=CC=CC=2)C2C=CC=CC=2)[P](C2C=CC=CC=2)(C2C=CC=CC=2)C2C=CC=CC=2)(C2C=CC=CC=2)C2C=CC=CC=2)=CC=1.O.CN(C=O)C>[NH2:53][C:52]1[C:51]([N+:54]([O-:56])=[O:55])=[CH:50][N:49]=[CH:48][C:47]=1[C:2]1[CH:3]=[C:4]([NH:9][CH2:10][CH2:11][N:12]([CH3:14])[CH3:13])[CH:5]=[C:6]([F:8])[CH:7]=1 |f:2.3,4.5.6.7,9.10.11.12,^1:100,102,121,140|. Procedure details: A solution of N1-(3-bromo-5-fluorophenyl)-N2,N2-dimethylethane-1,2-diamine (LXXV) (5 g, 19.15 mmol), bis(pinacolato)diboron (5.83 g, 22.98 mmol), KOAc (5.63 g, 57.45 mmol) and dry DMF (20 mL) was purged with argon. PdCl2(dppf)2 (938 mg, 1.15 mmol) was added to the reaction and purged again with argon. The solution was heated at 95° C. for 2 h. Once TLC showed the disappearance of (LXXV), the solution was cooled to room temperature. To this solution was added K3PO4 (6.09 g, 28.72 mmol), 3-bromo-5... Reactants: [H-].[Na+] (Sodiumhydride), C(C1=CC=CC=C1)O (benzyl alcohol), C(C1=CC=CC=C1)O (benzyl alcohol), ClC1=C2NC=NC2=NC=N1 (6-chloropurine). Run in O (water). Conditions: temperature 100 celsius. Yields the product C(C1=CC=CC=C1)OC1=C2NC=NC2=NC=N1 (6-Benzyloxypurine). Reaction SMILES: [H-].[Na+].[CH2:3]([OH:10])[C:4]1[CH:9]=[CH:8][CH:7]=[CH:6][CH:5]=1.Cl[C:12]1[N:20]=[CH:19][N:18]=[C:17]2[C:13]=1[NH:14][CH:15]=[N:16]2>O>[CH2:3]([O:10][C:12]1[N:20]=[CH:19][N:18]=[C:17]2[C:13]=1[NH:14][CH:15]=[N:16]2)[C:4]1[CH:9]=[CH:8][CH:7]=[CH:6][CH:5]=1 |f:0.1|. Reported procedure: Sodiumhydride (60% Dispersion in mineral oil; 3.23 g; 80 mmol) was slowly added to benzyl alcohol (30 ml; 34.7 mmol). After the addition of more benzyl alcohol (10 ml) and 6-chloropurine (5.36 g). The reaction mixture was heated to 100° C. for 4 hours. When the reaction mixture has reached room temperature, water (1 ml) was slowly added. 6-Benzyloxypurine was precipitated by the addition of acetic acid (4.6 ml) and diethylether (550 ml). The precipitate was separated by filtration (11.72 g). Re-... Starting materials: CC(C)(C)OC(=O)N1CCC(O)(c2ccccc2)CC1, CI, [H-], [Na+], C1CCOC1. Product: COC1(c2ccccc2)CCN(C(=O)OC(C)(C)C)CC1. RXN SMILES: [C:1]([CH3:2])([CH3:3])([CH3:4])[O:5][C:6](=[O:7])[N:8]1[CH2:9][CH2:10][C:11]([c:14]2[cH:15][cH:16][cH:17][cH:18][cH:19]2)([OH:20])[CH2:12][CH2:13]1.[CH3:23][I:24].[H-:21].[Na+:22].[O:25]1[CH2:26][CH2:27][CH2:28][CH2:29]1>>[C:1]([CH3:2])([CH3:3])([CH3:4])[O:5][C:6](=[O:7])[N:8]1[CH2:9][CH2:10][C:11]([c:14]2[cH:15][cH:16][cH:17][cH:18][cH:19]2)([O:20][CH3:23])[CH2:12][CH2:13]1. Starting materials: O=C(c1ncc[nH]1)c1ncc[nH]1, CSC=CC(C)(C)C(=O)O, CCOC(C)=O, Nc1ccc(Cl)cc1, O. Yields the product CSC=CC(C)(C)C(=O)Nc1ccc(Cl)cc1. Reaction SMILES: [C:11]([c:12]1[nH:13][cH:14][cH:15][n:16]1)([c:17]1[nH:18][cH:19][cH:20][n:21]1)=[O:22].[CH3:1][C:2]([C:3](=[O:4])[OH:5])([CH:6]=[CH:7][S:8][CH3:9])[CH3:10].[CH3:32][CH2:33][O:34][C:35](=[O:36])[CH3:37].[Cl:23][c:24]1[cH:25][cH:26][c:27]([NH2:28])[cH:29][cH:30]1.[OH2:31]>>[CH3:1][C:2]([C:3](=[O:4])[NH:28][c:27]1[cH:26][cH:25][c:24]([Cl:23])[cH:30][cH:29]1)([CH:6]=[CH:7][S:8][CH3:9])[CH3:10]. The reactants are CC(=O)OC1COC(Br)C(OC(C)=O)C1OC(C)=O, CN(C)C=O, [N-]=[N+]=[N-], [Na+]. The product is CC(=O)OC1COC(N=[N+]=[N-])C(OC(C)=O)C1OC(C)=O. As a reaction SMILES: [C:1]([CH3:2])(=[O:3])[O:4][CH:5]1[CH:6]([Br:19])[O:7][CH2:8][CH:9]([O:15][C:16]([CH3:17])=[O:18])[CH:10]1[O:11][C:12]([CH3:13])=[O:14].[CH3:24][N:25]([CH3:26])[CH:27]=[O:28].[N-:21]=[N+:22]=[N-:23].[Na+:20]>>[C:1]([CH3:2])(=[O:3])[O:4][CH:5]1[CH:6]([N:21]=[N+:22]=[N-:23])[O:7][CH2:8][CH:9]([O:15][C:16]([CH3:17])=[O:18])[CH:10]1[O:11][C:12]([CH3:13])=[O:14]. Starting materials: C[C@@H]1CN(C[C@@H](O1)C)C1=CC=C(C=C1)N1CCN(CC1)C(C)=O (1-[4-[4-(cis-2,6-dimethylmorpholin-4-yl)phenyl]piperazin-1-yl]ethanone), Cl (hydrochloric acid), [OH-].[Na+] (sodium hydroxide), ClCCl (dichloromethane). Run in C(C)O (ethanol). Product: C[C@@H]1CN(C[C@@H](O1)C)C1=CC=C(C=C1)N1CCNCC1 (cis-2,6-dimethyl-4-(4-piperazinylphenyl)morpholine). Yield: 36.9%. RXN SMILES: [CH3:1][C@H:2]1[O:7][C@@H:6]([CH3:8])[CH2:5][N:4]([C:9]2[CH:14]=[CH:13][C:12]([N:15]3[CH2:20][CH2:19][N:18](C(=O)C)[CH2:17][CH2:16]3)=[CH:11][CH:10]=2)[CH2:3]1.Cl.[OH-].[Na+].ClCCl>C(O)C>[CH3:8][C@H:6]1[O:7][C@@H:2]([CH3:1])[CH2:3][N:4]([C:9]2[CH:10]=[CH:11][C:12]([N:15]3[CH2:16][CH2:17][NH:18][CH2:19][CH2:20]3)=[CH:13][CH:14]=2)[CH2:5]1 |f:2.3|. Reported procedure: A mixture 1-[4-[4-(cis-2,6-dimethylmorpholin-4-yl)phenyl]piperazin-1-yl]ethanone (11.37 g) and 1.0 mol/l hydrochloric acid (225 ml) in ethanol (220 ml) was refluxed for 23 hours. The reaction mixture was added to a mixture of 1.0 mol/l sodium hydroxide solution and dichloromethane. The organic layer was taken and dried over magnesium sulfate. The magnesium sulfate was filtered off, and the filtrate was concentrated under reduced pressure to give cis-2,6-dimethyl-4-(4-piperazinylphenyl)morpholine...